From a dataset of the Open Reaction Database (ORD), a public repository of structured organic reaction records. describe an organic reaction: reactants, conditions, products, and yield RXN SMILES: [Br:1][c:2]1[cH:3][cH:4][c:5]([C:7](=[O:8])[Cl:9])[s:6]1.[CH2:31]1[O:32][CH2:33][CH2:34][CH2:35]1.[CH:21]([N:22]([CH2:23][CH3:24])[CH:25]([CH3:26])[CH3:27])([CH3:28])[CH3:29].[F:10][c:11]1[c:12]([N+:18](=[O:19])[O-:20])[cH:13][c:14]([NH2:17])[cH:15][cH:16]1.[OH2:30]>>[Br:1][c:2]1[cH:3][cH:4][c:5]([C:7](=[O:8])[NH:17][c:14]2[cH:13][c:12]([N+:18](=[O:19])[O-:20])[c:11]([F:10])[cH:16][cH:15]2)[s:6]1. Product: O=C(Nc1ccc(F)c([N+](=O)[O-])c1)c1ccc(Br)s1. Starting materials: O=C(Cl)c1ccc(Br)s1, C1CCOC1, CCN(C(C)C)C(C)C, Nc1ccc(F)c([N+](=O)[O-])c1, O. Reactants: CS(=O)(=O)N1CCNCC1, CC#N, CS(=O)(=O)OC1CN(C(c2ccccc2)c2ccccc2)C1. The product is CS(=O)(=O)N1CCN(C2CN(C(c3ccccc3)c3ccccc3)C2)CC1. RXN SMILES: [CH3:23][S:24](=[O:25])(=[O:26])[N:27]1[CH2:28][CH2:29][NH:30][CH2:31][CH2:32]1.[CH3:33][C:34]#[N:35].[c:1]1([CH:7]([N:8]2[CH2:9][CH:10]([O:12][S:13]([CH3:14])(=[O:15])=[O:16])[CH2:11]2)[c:17]2[cH:18][cH:19][cH:20][cH:21][cH:22]2)[cH:2][cH:3][cH:4][cH:5][cH:6]1>>[c:1]1([CH:7]([N:8]2[CH2:9][CH:10]([N:30]3[CH2:29][CH2:28][N:27]([S:24]([CH3:23])(=[O:25])=[O:26])[CH2:32][CH2:31]3)[CH2:11]2)[c:17]2[cH:18][cH:19][cH:20][cH:21][cH:22]2)[cH:2][cH:3][cH:4][cH:5][cH:6]1. The reactants are Bromo-pyrazines, S1CC=C2C1=CC=CC=N2 (thieno-azepine), III, hydrochlorides, CN(C=O)C (N,N-dimethylformamide), C(C)#N (acetonitrile), C([O-])([O-])=O.[K+].[K+] (potassium carbonate). Solvent: CS(=O)C (dimethylsulfoxide), CC(=O)C (acetone). The product is tertiary amine, C(C)(C)N(CC)C(C)C (diisopropyl-ethylamine). As a reaction SMILES: S1[C:5]2=CC=[CH:8][CH:9]=[N:10][C:4]2=[CH:3]C1.CN(C)C=O.[C:16](#N)[CH3:17].[C:19](=O)([O-])[O-].[K+].[K+]>CS(C)=O.CC(C)=O>[CH:16]([N:10]([CH:4]([CH3:3])[CH3:5])[CH2:9][CH3:8])([CH3:17])[CH3:19] |f:3.4.5|. Reported procedure: Bromo-pyrazines II-4 react with tetrahydro-benzo or thieno-azepine compounds III or their hydrochlorides in solvents like N,N-dimethylformamide, acetonitrile, acetone or dimethylsulfoxide in the presence of a base like potassium carbonate or a tertiary amine like diisopropyl-ethylamine at temperatures between room temperature and 80° C. to form the desired 3-(tetrahydro-benzo- or thieno-azepine-3-yl)-pyrazine-2-carbonitriles I-6. 3-(Tetrahydro-benzo- or thieno-azepine-3-yl)-pyrazine-2-carbonitri...